From a dataset of the Open Reaction Database (ORD), a public repository of structured organic reaction records. describe an organic reaction: reactants, conditions, products, and yield Starting materials: CN1CCCC1=O, COc1ccc(-c2cnc(Nc3ccccc3)nc2)cc1F, [K+], [K+], O=C([O-])[O-], O, Sc1ccccc1. The product is Oc1ccc(-c2cnc(Nc3ccccc3)nc2)cc1F. RXN SMILES: [CH3:36][N:37]1[CH2:38][CH2:39][CH2:40][C:41]1=[O:42].[F:1][c:2]1[cH:3][c:4](-[c:10]2[cH:11][n:12][c:13]([NH:16][c:17]3[cH:18][cH:19][cH:20][cH:21][cH:22]3)[n:14][cH:15]2)[cH:5][cH:6][c:7]1[O:8][CH3:9].[K+:30].[K+:31].[O-:32][C:33]([O-:34])=[O:35].[OH2:43].[SH:23][c:24]1[cH:25][cH:26][cH:27][cH:28][cH:29]1>>[F:1][c:2]1[cH:3][c:4](-[c:10]2[cH:11][n:12][c:13]([NH:16][c:17]3[cH:18][cH:19][cH:20][cH:21][cH:22]3)[n:14][cH:15]2)[cH:5][cH:6][c:7]1[OH:8]. The reactants are CN1C(NCC1C(=O)OC(C)(C)C)=O (1,1-dimethylethyl 3-methyl-2-oxo-4-imidazolidinecarboxylate), BrC=1C(=NC(=CC1)C)C (3-bromo-2,6-dimethylpyridine), C([O-])([O-])=O.[Cs+].[Cs+] (cesium carbonate), CC1(C2=C(C(=CC=C2)P(C3=CC=CC=C3)C4=CC=CC=C4)OC5=C(C=CC=C51)P(C6=CC=CC=C6)C7=CC=CC=C7)C (Xantphos). Reagents/catalysts: C=1C=CC(=CC1)/C=C/C(=O)/C=C/C2=CC=CC=C2.C=1C=CC(=CC1)/C=C/C(=O)/C=C/C2=CC=CC=C2.C=1C=CC(=CC1)/C=C/C(=O)/C=C/C2=CC=CC=C2.[Pd].[Pd] (tris(dibenzylideneacetone)dipalladium(0)). The solvent is O1CCOCC1 (1,4-dioxane), O (water). Yields the product CC1=NC(=CC=C1N1C(N(C(C1)C(=O)OC(C)(C)C)C)=O)C (1,1-dimethylethyl 1-(2,6-dimethyl-3-pyridinyl)-3-methyl-2-oxo-4-imidazolidinecarboxylate). Isolated yield 53.8%. As a reaction SMILES: [CH3:1][N:2]1[CH:6]([C:7]([O:9][C:10]([CH3:13])([CH3:12])[CH3:11])=[O:8])[CH2:5][NH:4][C:3]1=[O:14].Br[C:16]1[C:17]([CH3:23])=[N:18][C:19]([CH3:22])=[CH:20][CH:21]=1.C(=O)([O-])[O-].[Cs+].[Cs+].CC1(C)C2C(=C(P(C3C=CC=CC=3)C3C=CC=CC=3)C=CC=2)OC2C(P(C3C=CC=CC=3)C3C=CC=CC=3)=CC=CC1=2>O1CCOCC1.O.C1C=CC(/C=C/C(/C=C/C2C=CC=CC=2)=O)=CC=1.C1C=CC(/C=C/C(/C=C/C2C=CC=CC=2)=O)=CC=1.C1C=CC(/C=C/C(/C=C/C2C=CC=CC=2)=O)=CC=1.[Pd].[Pd]>[CH3:23][C:17]1[C:16]([N:4]2[CH2:5][CH:6]([C:7]([O:9][C:10]([CH3:11])([CH3:13])[CH3:12])=[O:8])[N:2]([CH3:1])[C:3]2=[O:14])=[CH:21][CH:20]=[C:19]([CH3:22])[N:18]=1 |f:2.3.4,8.9.10.11.12|. Procedure: A solution of 1,1-dimethylethyl 3-methyl-2-oxo-4-imidazolidinecarboxylate (600 mg, 3.00 mmol) (prepared as described in step (iii) of Example 13, starting from (4S)-2-oxo-3-{[(phenylmethyl)oxy]carbonyl}-4-imidazolidinecarboxylic acid) and 3-bromo-2,6-dimethylpyridine (557 mg, 3.00 mmol) in 1,4-dioxane (20 ml) was treated with cesium carbonate (1464 mg, 4.49 mmol), Xantphos™ (130 mg, 0.225 mmol) and tris(dibenzylideneacetone)dipalladium(0) (68.6 mg, 0.075 mmol) and the mixture was heated at reflu... Starting materials: C(C)(C)(C)OC(NC(C)(C)C(N)=O)=O ((1-carbamoyl-1-methyl-ethyl)-carbamic acid tert-butyl ester), FC(C(=O)O)(F)F (trifluoroacetic acid). Run in ClCCl (dichloromethane). Conditions: time 4 hour. Product: FC(C(=O)O)(F)F.NC(C(=O)N)(C)C (2-Amino-2-methyl-propionamide trifluoroacetic acid salt). Isolated yield 87.4%. As a reaction SMILES: C(OC(=O)[NH:7][C:8]([C:11](=[O:13])[NH2:12])([CH3:10])[CH3:9])(C)(C)C.[F:15][C:16]([F:21])([F:20])[C:17]([OH:19])=[O:18]>ClCCl>[F:15][C:16]([F:21])([F:20])[C:17]([OH:19])=[O:18].[NH2:7][C:8]([CH3:10])([CH3:9])[C:11]([NH2:12])=[O:13] |f:3.4|. Reported procedure: To a solution of (1-carbamoyl-1-methyl-ethyl)-carbamic acid tert-butyl ester (945 mg, 4.67 mmol) in dichloromethane (20 mL) was added trifluoroacetic acid (10.0 mL, 64 mmol). The reaction mixture was stirred at room temperature for 4 h. The reaction mixture was then concentrated in vacuo to afford 882 mg of the title compound as a white solid, isolated as the TFA salt, m/z 103.2 [M+1]+. The reactants are C(C1=CC=CC=C1)[C@H]1N(C(OC1)=O)C(CBr)=O ((R)-4-benzyl-3-(2-bromo-acetyl)-oxazolidin-2-one), C(C)OP(OCC)OCC (triethylphosphite), C(C)Br (ethylbromide). Yields the product C(C)OP(OCC)(=O)CC(=O)N1C(OC[C@H]1CC1=CC=CC=C1)=O (diethyl[2-((R)-4-benzyl-2-oxo-oxazolidin-3-yl)-2-oxo-ethyl]-phosphonate). Reaction SMILES: [CH2:1]([C@@H:8]1[CH2:12][O:11][C:10](=[O:13])[N:9]1[C:14](=[O:17])[CH2:15]Br)[C:2]1[CH:7]=[CH:6][CH:5]=[CH:4][CH:3]=1.[CH2:18]([O:20][P:21]([O:25]CC)[O:22][CH2:23][CH3:24])[CH3:19].C(Br)C>>[CH2:18]([O:20][P:21]([CH2:15][C:14]([N:9]1[C@H:8]([CH2:1][C:2]2[CH:7]=[CH:6][CH:5]=[CH:4][CH:3]=2)[CH2:12][O:11][C:10]1=[O:13])=[O:17])(=[O:25])[O:22][CH2:23][CH3:24])[CH3:19]. Procedure details: A solution of 168.0 g (0.56 mol) (R)-4-benzyl-3-(2-bromo-acetyl)-oxazolidin-2-one and 188.6 mL (1.1 mol) of triethylphosphite was stirred for 1.5 h at 60° C., while the ethylbromide formed was distilled off. The reaction mixture was concentrated by evaporation i. vac. and the residue remaining was purified by chromatography on silica gel. The desired product was obtained in the form of a yellowish-brown oil. Starting materials: [Cl-].[Gd+3].[Cl-].[Cl-] (Gadolinium chloride), C(CN(CC(=O)O)CC(=O)O)N(CC(=O)O)CC(=O)O (Ethylenediaminetetraacetic acid), C1C=CN(C=C1C(=O)N)C2C(C(C(O2)COP(=O)([O-])OP(=O)([O-])OCC3C(C(C(O3)N4C=NC5=C4N=CN=C5N)OP(=O)([O-])[O-])O)O)O.[Na+].[Na+].[Na+].[Na+] (tetrasodium), [Cl-].[Gd+3].[Cl-].[Cl-] (gadolinium chloride). Solvent: O (water), O (water). Reaction conditions: time 15 minute. Product: [Na+].C(CN(CC(=O)[O-])CC(=O)[O-])N(CC(=O)[O-])CC(=O)[O-].[Gd+3] (Gadolinium ethylenediaminetetraacetate sodium salt), Na[Gd(EDTA)]. Reaction SMILES: [Cl-].[Gd+3:2].[Cl-].[Cl-].[CH2:5]([N:16]([CH2:21][C:22]([OH:24])=[O:23])[CH2:17][C:18]([OH:20])=[O:19])[CH2:6][N:7]([CH2:12][C:13]([OH:15])=[O:14])[CH2:8][C:9]([OH:11])=[O:10].C1C(C(N)=O)=CN(C2OC(COP(OP(OCC3OC(N4C5N=CN=C(N)C=5N=C4)C(OP([O-])([O-])=O)C3O)([O-])=O)([O-])=O)C(O)C2O)C=C1.[Na+:73].[Na+].[Na+].[Na+]>O>[Na+:73].[CH2:6]([N:7]([CH2:12][C:13]([O-:15])=[O:14])[CH2:8][C:9]([O-:11])=[O:10])[CH2:5][N:16]([CH2:21][C:22]([O-:24])=[O:23])[CH2:17][C:18]([O-:20])=[O:19].[Gd+3:2] |f:0.1.2.3,5.6.7.8.9,11.12.13|. Procedure: Gadolinium chloride (10 mmol) was dissolved in water (5 ml). Ethylenediaminetetraacetic acid, tetrasodium salt hydrate (10 mmol) was dissolved in water (10 ml) and added portionwise to the gadolinium chloride solution. The solution became warm, and after ca. 15 minutes, a white precipitate was formed. The mixture was left for a further 2 hours. The precipitate was filtered off to give a white solid which was washed with water (2×5 ml) and dried in air to yield Gadolinium ethylenediaminetetraacet... Reactants: C[Si](C)(C)[N-][Si](C)(C)C, CC(C)(C)OC(=O)N1CCc2[nH]c(C(F)(F)F)nc2C1, CI, [K+], C1CCOC1. Yields the product Cn1c(C(F)(F)F)nc2c1CN(C(=O)OC(C)(C)C)CC2. RXN SMILES: [CH3:1][Si:2]([N-:3][Si:4]([CH3:5])([CH3:6])[CH3:7])([CH3:8])[CH3:9].[F:11][C:12]([c:13]1[nH:14][c:15]2[c:16]([n:28]1)[CH2:17][N:18]([C:21](=[O:22])[O:23][C:24]([CH3:25])([CH3:26])[CH3:27])[CH2:19][CH2:20]2)([F:29])[F:30].[I:31][CH3:32].[K+:10].[O:33]1[CH2:34][CH2:35][CH2:36][CH2:37]1>>[F:11][C:12]([c:13]1[n:14][c:15]2[c:16]([n:28]1[CH3:32])[CH2:17][N:18]([C:21](=[O:22])[O:23][C:24]([CH3:25])([CH3:26])[CH3:27])[CH2:19][CH2:20]2)([F:29])[F:30]. Reactants: CC(=O)OC(C)=O, NCCc1c[nH]c2ccc([N+](=O)[O-])cc12, c1ccncc1. Product: CC(=O)NCCc1c[nH]c2ccc([N+](=O)[O-])cc12. RXN SMILES: [CH3:16][C:17](=[O:18])[O:19][C:20](=[O:21])[CH3:22].[N+:1](=[O:2])([O-:3])[c:4]1[cH:5][cH:6][c:7]2[nH:8][cH:9][c:10]([CH2:11][CH2:12][NH2:13])[c:14]2[cH:15]1.[cH:23]1[cH:24][cH:25][n:26][cH:27][cH:28]1>>[N+:1](=[O:2])([O-:3])[c:4]1[cH:5][cH:6][c:7]2[nH:8][cH:9][c:10]([CH2:11][CH2:12][NH:13][C:17]([CH3:16])=[O:18])[c:14]2[cH:15]1. The reactants are O1CCCC=C1 (dihydropyran), C1=C(C=CC2=CC=CC=C12)O (β-naphthol), C([O-])([O-])=O.[Na+].[Na+] (sodium carbonate). Reagents/catalysts: Cl (hydrochloric acid). Run at time 2 hour. The product is O1C(CCCC1)OC1=CC2=CC=CC=C2C=C1 (2-tetrahydropyranyloxynaphthalene). Reaction SMILES: [O:1]1[CH:6]=[CH:5][CH2:4][CH2:3][CH2:2]1.[CH:7]1[C:16]2[C:11](=[CH:12][CH:13]=[CH:14][CH:15]=2)[CH:10]=[CH:9][C:8]=1[OH:17].C(=O)([O-])[O-].[Na+].[Na+]>Cl>[O:1]1[CH2:2][CH2:3][CH2:4][CH2:5][CH:6]1[O:17][C:8]1[CH:9]=[CH:10][C:11]2[C:16](=[CH:15][CH:14]=[CH:13][CH:12]=2)[CH:7]=1 |f:2.3.4|. Procedure: To a solution of 2 drops of 6N hydrochloric acid in 17 g. of dihydropyran is added 14.4 g. of β-naphthol under ice cooling. The resulting solution is stirred at 5° to 10° for 2 hours and then 5 g. of anhydrous sodium carbonate is added. After stirring at room temperature for 15 minutes, the resulting solids are filtered off and the filtrate is concentrated under reduced pressure to yield crude 2-tetrahydropyranyloxynaphthalene, suitable for use in the next step (2).